This data is from the Open Reaction Database (ORD), a public repository of structured organic reaction records. The task is: describe an organic reaction: reactants, conditions, products, and yield Yields the product O=C(O)CCc1csc2ccccc12. Starting materials: CCOC(C)=O, CO, O=C(O)C=Cc1csc2ccccc12. As a reaction SMILES: [C:15]([O:16][CH2:17][CH3:18])(=[O:19])[CH3:20].[CH3:21][OH:22].[s:1]1[cH:2][c:3]([CH:10]=[CH:11][C:12](=[O:13])[OH:14])[c:4]2[c:5]1[cH:6][cH:7][cH:8][cH:9]2>>[s:1]1[cH:2][c:3]([CH2:10][CH2:11][C:12](=[O:13])[OH:14])[c:4]2[c:5]1[cH:6][cH:7][cH:8][cH:9]2. Starting materials: C, O=C(NC1CCCCN(Cc2ccccc2)C1)c1ccc2[nH]ncc2c1, CCO, O=C[O-], [NH4+], [Pd]. Reaction SMILES: [C:34].[CH2:5]([c:6]1[cH:7][cH:8][cH:9][cH:10][cH:11]1)[N:12]1[CH2:13][CH:14]([NH:19][C:20](=[O:21])[c:22]2[cH:23][c:24]3[cH:25][n:26][nH:27][c:28]3[cH:29][cH:30]2)[CH2:15][CH2:16][CH2:17][CH2:18]1.[CH3:31][CH2:32][OH:33].[CH:1]([O-:2])=[O:3].[NH4+:4].[Pd:35]>>[NH:12]1[CH2:13][CH:14]([NH:19][C:20](=[O:21])[c:22]2[cH:23][c:24]3[cH:25][n:26][nH:27][c:28]3[cH:29][cH:30]2)[CH2:15][CH2:16][CH2:17][CH2:18]1. The product is O=C(NC1CCCCNC1)c1ccc2[nH]ncc2c1. The reactants are COC(C)C1N(CCC1)C(=O)OC(C)(C)C (tert-butyl 2-(1-methoxyethyl)pyrrolidine-1-carboxylate), C(=O)(C(F)(F)F)O (TFA). Run in C(Cl)Cl (DCM). Reaction conditions: time 16 hour. Yields the product COC(C)C1NCCC1 (2-(1-methoxyethyl)pyrrolidine). As a reaction SMILES: [CH3:1][O:2][CH:3]([CH:5]1[CH2:9][CH2:8][CH2:7][N:6]1C(OC(C)(C)C)=O)[CH3:4].C(O)(C(F)(F)F)=O>C(Cl)Cl>[CH3:1][O:2][CH:3]([CH:5]1[CH2:9][CH2:8][CH2:7][NH:6]1)[CH3:4]. Procedure: To tert-butyl 2-(1-methoxyethyl)pyrrolidine-1-carboxylate (827 mg, 3.61 mmol) dissolved in DCM (15 mL) was added TFA (0.83 mL). The mixture was stirred for 16 hours. The reaction was concentrated, diluted with DCM, and washed with HCl (1 N). The combined organic layers were dried over sodium sulfate, filtered, and concentrated under reduced pressure to afford 2-(1-methoxyethyl)pyrrolidine. Product: CC(=O)Nc1nc2c(s1)-c1nc(-c3cc(C#CC4CCN(C(C)=O)CC4)ccc3Cl)ncc1CC2. As a reaction SMILES: [B-:5]([F:6])([F:7])([F:8])[F:9].[CH3:1][C:2]([OH:3])=[O:4].[CH:27]([N:28]([CH:29]([CH3:30])[CH3:31])[CH2:32][CH3:33])([CH3:34])[CH3:35].[Cl:36][c:37]1[c:38](-[c:51]2[n:52][c:53]3[c:58]([cH:59][n:60]2)[CH2:57][CH2:56][c:55]2[c:54]-3[s:63][c:62]([NH:64][C:65]([CH3:66])=[O:67])[n:61]2)[cH:39][c:40]([C:43]#[C:44][CH:45]2[CH2:46][CH2:47][NH:48][CH2:49][CH2:50]2)[cH:41][cH:42]1.[Cl:68][CH2:69][Cl:70].[n:10]1([O:11][C:12]([N:13]([CH3:14])[CH3:15])=[N+:16]([CH3:17])[CH3:18])[c:19]2[cH:20][cH:21][cH:22][cH:23][c:24]2[n:25][n:26]1>>[CH3:1][C:2](=[O:3])[N:48]1[CH2:47][CH2:46][CH:45]([C:44]#[C:43][c:40]2[cH:39][c:38](-[c:51]3[n:52][c:53]4[c:58]([cH:59][n:60]3)[CH2:57][CH2:56][c:55]3[c:54]-4[s:63][c:62]([NH:64][C:65]([CH3:66])=[O:67])[n:61]3)[c:37]([Cl:36])[cH:42][cH:41]2)[CH2:50][CH2:49]1. Reactants: F[B-](F)(F)F, CC(=O)O, CCN(C(C)C)C(C)C, CC(=O)Nc1nc2c(s1)-c1nc(-c3cc(C#CC4CCNCC4)ccc3Cl)ncc1CC2, ClCCl, CN(C)C(On1nnc2ccccc21)=[N+](C)C.